Dataset: the Open Reaction Database (ORD), a public repository of structured organic reaction records. Task: describe an organic reaction: reactants, conditions, products, and yield Yields the product CCCOC(=O)N(c1cccc(-c2sc(C(=O)OC)c(OCC(=O)OC(C)(C)C)c2Br)c1)C1CCCCC1. The reactants are COC(=O)c1sc(-c2cccc(NC3CCCCC3)c2)c(Br)c1OCC(=O)OC(C)(C)C, CCCOC(=O)Cl, NC(=O)[O-]. Reaction SMILES: [CH3:12][O:13][C:14](=[O:15])[c:16]1[s:17][c:18](-[c:31]2[cH:32][c:33]([NH:37][CH:38]3[CH2:39][CH2:40][CH2:41][CH2:42][CH2:43]3)[cH:34][cH:35][cH:36]2)[c:19]([Br:30])[c:20]1[O:21][CH2:22][C:23](=[O:24])[O:25][C:26]([CH3:27])([CH3:28])[CH3:29].[Cl:5][C:6](=[O:7])[O:8][CH2:9][CH2:10][CH3:11].[NH2:1][C:2](=[O:3])[O-:4]>>[C:6](=[O:7])([O:8][CH2:9][CH2:10][CH3:11])[N:37]([c:33]1[cH:32][c:31](-[c:18]2[s:17][c:16]([C:14]([O:13][CH3:12])=[O:15])[c:20]([O:21][CH2:22][C:23](=[O:24])[O:25][C:26]([CH3:27])([CH3:28])[CH3:29])[c:19]2[Br:30])[cH:36][cH:35][cH:34]1)[CH:38]1[CH2:39][CH2:40][CH2:41][CH2:42][CH2:43]1.